This data is from the Open Reaction Database (ORD), a public repository of structured organic reaction records. The task is: describe an organic reaction: reactants, conditions, products, and yield Starting materials: ethyl acetate ice water, C(C)OC(CN1C=CC2=CC=C(C=C12)N)=O ((6-amino-indol-1-yl)-acetic acid ethyl ester), FC(OC1=CC=C(C=C1)C#CCCCOS(=O)(=O)C)(F)F (methanesulfonic acid 5-(4-trifluoromethoxy-phenyl)-pent-4-ynyl ester), C([O-])([O-])=O.[K+].[K+] (potassium carbonate). The solvent is CN(C)C=O (DMF). Reaction conditions: temperature 70 celsius, time 14 hour. Product: C(C)OC(CN1C=CC2=CC=C(C=C12)NCCCC#CC1=CC=C(C=C1)OC(F)(F)F)=O ({6-[5-(4-Trifluoromethoxy-phenyl)-pent-4-ynylamino]-indol-1-yl}-acetic acid ethyl ester). Isolated yield 13.0%. RXN SMILES: [CH2:1]([O:3][C:4](=[O:16])[CH2:5][N:6]1[C:14]2[C:9](=[CH:10][CH:11]=[C:12]([NH2:15])[CH:13]=2)[CH:8]=[CH:7]1)[CH3:2].[F:17][C:18]([F:37])([F:36])[O:19][C:20]1[CH:25]=[CH:24][C:23]([C:26]#[C:27][CH2:28][CH2:29][CH2:30]OS(C)(=O)=O)=[CH:22][CH:21]=1.C(=O)([O-])[O-].[K+].[K+]>CN(C=O)C>[CH2:1]([O:3][C:4](=[O:16])[CH2:5][N:6]1[C:14]2[C:9](=[CH:10][CH:11]=[C:12]([NH:15][CH2:30][CH2:29][CH2:28][C:27]#[C:26][C:23]3[CH:24]=[CH:25][C:20]([O:19][C:18]([F:17])([F:36])[F:37])=[CH:21][CH:22]=3)[CH:13]=2)[CH:8]=[CH:7]1)[CH3:2] |f:2.3.4|. Procedure: A suspension of (6-amino-indol-1-yl)-acetic acid ethyl ester (50 mg, 0.23 mmol, WO 2003041714 A1), methanesulfonic acid 5-(4-trifluoromethoxy-phenyl)-pent-4-ynyl ester (148 mg, 0.46 mmol) and potassium carbonate (63 mg, 0.46 mmol) in DMF (1 ml) was stirred for 3 h at ambient temperature and for 14 h at 70° C. The reaction mixture was poured onto ethyl acetate/ice water 1/1, the layers were separated and the aqueous layer was extracted two times with ethyl acetate. The combined extracts were wash... The reactants are C(C)(C)(C)O (t-butyl alcohol), [H-].[K+] (potassium hydride), Cl (hydrochloric acid), O1CCCCC1 (tetrahydropyran), BrCCCCCCO (6-bromohexanol), OC1=CC=C(C=C1)C1=CC=C(C=C1)C#N (4'-Hydroxy-4-cyanobiphenyl), [Br-] (bromide). The solvent is CCCCCC (hexane), O (water), CN(C)C=O (DMF). Reaction conditions: time 5 minute. Yields the product OCCCCCCOC1=CC=C(C=C1)C1=CC=C(C=C1)C#N (4'-(6-hydroxyhexyloxy)-4-cyanobiphenyl). As a reaction SMILES: [H-].[K+].C(O)(C)(C)C.[OH:8][C:9]1[CH:14]=[CH:13][C:12]([C:15]2[CH:20]=[CH:19][C:18]([C:21]#[N:22])=[CH:17][CH:16]=2)=[CH:11][CH:10]=1.O1CCCCC1.Br[CH2:30][CH2:31][CH2:32][CH2:33][CH2:34][CH2:35][OH:36].[Br-].Cl>CCCCCC.CN(C=O)C.O>[OH:36][CH2:35][CH2:34][CH2:33][CH2:32][CH2:31][CH2:30][O:8][C:9]1[CH:10]=[CH:11][C:12]([C:15]2[CH:20]=[CH:19][C:18]([C:21]#[N:22])=[CH:17][CH:16]=2)=[CH:13][CH:14]=1 |f:0.1|. Reported procedure: At room temperature, potassium hydride (2.5 g, 35 wt % oil dispersion, 0.88 g KH, 22 mmol) was washed twice with hexane and suspended in DMF (30 mL), followed by addition of t-butyl alcohol (2.1 mL, 1.63 g, 22 mmol). 4'-Hydroxy-4-cyanobiphenyl (3.9 g, 20 mmol) was added as a solid all at once to give a deep yellow solution. The mixture was stirred 5 min at room temperature and the tetrahydropyran of 6-bromohexanol (5.8 g, 22 mmol) was added all at once with a mild exotherm. After 2 h, more bromi... Reactants: NC[C@H](C)O ((S)-1-amino-2-propanol), C1(=CC=CC=C1)C (toluene), O=CCC1OC2=CC=CC=C2C(C1)=O ((RS)-2-(2-oxoethyl)-4-chromanone), O (water), C1(=CC=CC=C1)C (toluene). The reagents and catalysts are C1(=CC=C(C=C1)S(=O)(=O)O)C (p-toluenesulfonic acid). Conditions: time 35 minute. Yields the product N1(C2=C(C=C1)COC1=C2C=CC=C1)C[C@H](C)O ((S)-1-(1,4-dihydro-[1]benzopyrano[4,3-b]pyrrol-1-yl)-propan-2-ol). Isolated yield 76.0%. Reaction SMILES: O=CC[CH:4]1[CH2:13][C:12](=O)[C:11]2[C:6](=[CH:7][CH:8]=[CH:9][CH:10]=2)[O:5]1.O.[NH2:16][CH2:17][C@@H:18]([OH:20])[CH3:19].[C:21]1(C)C=CC=C[CH:22]=1>C1(C)C=CC(S(O)(=O)=O)=CC=1>[N:16]1([CH2:17][C@@H:18]([OH:20])[CH3:19])[CH:22]=[CH:21][C:13]2[CH2:4][O:5][C:6]3[CH:7]=[CH:8][CH:9]=[CH:10][C:11]=3[C:12]1=2. Procedure: A solution of 1.9 g of (RS)-2-(2-oxoethyl)-4-chromanone and 80 mg of p-toluenesulfonic acid in 70 ml of anhydrous toluene was heated on a water separator. A solution of 3.0 g of (S)-1-amino-2-propanol in 20 ml of anhydrous toluene was added dropwise to the boiling solution over a period of 5 minutes. Subsequently, the mixture was boiled for an additional 35 minutes, during which the solvent was reduced to a volume of 20 ml. The cooled reaction mixture was purified by column chromatography on sil... The reactants are C1(=CC=CC=C1)P(C1=CC=CC=C1)C1=CC=CC=C1 (triphenylphosphine), N(=NC(=O)OC(C)(C)C)C(=O)OC(C)(C)C (di-tert-butyl azodicarboxylate), [Si](C)(C)(C(C)(C)C)O[C@H]1CN(C[C@@H](C1)O)C(=O)OCC1=CC=CC=C1 ((3R,5R)-benzyl 3-(tert-butyldimethylsilyloxy)-5-hydroxypiperidine-1-carboxylate), C(C1=CC=CC=C1)(=O)O (Benzoic acid). Run in C1CCOC1 (THF), C1CCOC1 (THF). Reaction conditions: temperature 0 celsius, time 10 minute. Product: C(C1=CC=CC=C1)(=O)O[C@@H]1CN(C[C@@H](C1)O[Si](C)(C)C(C)(C)C)C(=O)OCC1=CC=CC=C1 ((3S,5R)-benzyl 3-(benzoyloxy)-5-(tert-butyl-dimethylsilyloxy)piperidine-1-carboxylate). Yield: 77.0%. RXN SMILES: C1(P(C2C=CC=CC=2)C2C=CC=CC=2)C=CC=CC=1.N(C(OC(C)(C)C)=O)=NC(OC(C)(C)C)=O.[Si:36]([O:43][C@@H:44]1[CH2:49][C@@H:48]([OH:50])[CH2:47][N:46]([C:51]([O:53][CH2:54][C:55]2[CH:60]=[CH:59][CH:58]=[CH:57][CH:56]=2)=[O:52])[CH2:45]1)([C:39]([CH3:42])([CH3:41])[CH3:40])([CH3:38])[CH3:37].[C:61](O)(=[O:68])[C:62]1[CH:67]=[CH:66][CH:65]=[CH:64][CH:63]=1>C1COCC1>[C:61]([O:50][C@H:48]1[CH2:49][C@@H:44]([O:43][Si:36]([C:39]([CH3:42])([CH3:41])[CH3:40])([CH3:38])[CH3:37])[CH2:45][N:46]([C:51]([O:53][CH2:54][C:55]2[CH:60]=[CH:59][CH:58]=[CH:57][CH:56]=2)=[O:52])[CH2:47]1)(=[O:68])[C:62]1[CH:67]=[CH:66][CH:65]=[CH:64][CH:63]=1. Procedure: To a stirring 0° C. solution of triphenylphosphine (1.2 equiv) in 23 mL of THF was added di-tert-butyl azodicarboxylate (1.2 equiv). The mixture was stirred at 0° C. for 10 minutes. Then a solution of (3R,5R)-benzyl 3-(tert-butyldimethylsilyloxy)-5-hydroxypiperidine-1-carboxylate (1.0 equiv) in 11 mL of THF was added and stirred for 20 minutes at 0° C. Benzoic acid (1.2 equiv) was then added and the reaction mixture was allowed to slowly warm to rt. After 16 hours the reaction mixture was concen... The reactants are COCCBr, CC(C)=O, OCC1OC(c2cc(Cc3ncc(-c4ccco4)s3)c(Cl)cc2O)C(O)C(O)C1O, [K+], [K+], O=C([O-])[O-]. Yields the product COCCOc1cc(Cl)c(Cc2ncc(-c3ccco3)s2)cc1C1OC(CO)C(O)C(O)C1O. RXN SMILES: [Br:31][CH2:32][CH2:33][O:34][CH3:35].[CH3:42][C:43](=[O:44])[CH3:45].[Cl:1][c:2]1[cH:3][c:4]([OH:30])[c:5]([CH:19]2[O:20][CH:21]([CH2:28][OH:29])[CH:22]([OH:27])[CH:23]([OH:26])[CH:24]2[OH:25])[cH:6][c:7]1[CH2:8][c:9]1[s:10][c:11](-[c:14]2[o:15][cH:16][cH:17][cH:18]2)[cH:12][n:13]1.[K+:36].[K+:37].[O-:38][C:39]([O-:40])=[O:41]>>[Cl:1][c:2]1[cH:3][c:4]([O:30][CH2:32][CH2:33][O:34][CH3:35])[c:5]([CH:19]2[O:20][CH:21]([CH2:28][OH:29])[CH:22]([OH:27])[CH:23]([OH:26])[CH:24]2[OH:25])[cH:6][c:7]1[CH2:8][c:9]1[s:10][c:11](-[c:14]2[o:15][cH:16][cH:17][cH:18]2)[cH:12][n:13]1. Reactants: CN(C)CCCl, Cl, [H-], [Na+], CN(C)C=O, O=S(=O)(c1ccccc1)c1c[nH]c2ncccc12. Yields the product Cl, Cl, CN(C)CCn1cc(S(=O)(=O)c2ccccc2)c2cccnc21. RXN SMILES: [CH3:22][N:23]([CH2:24][CH2:25][Cl:26])[CH3:27].[ClH:21].[H-:19].[Na+:20].[O:28]=[CH:29][N:30]([CH3:31])[CH3:32].[c:1]1([S:7](=[O:8])(=[O:9])[c:10]2[cH:11][nH:12][c:13]3[n:14][cH:15][cH:16][cH:17][c:18]23)[cH:2][cH:3][cH:4][cH:5][cH:6]1>>[ClH:21].[ClH:26].[c:1]1([S:7](=[O:8])(=[O:9])[c:10]2[cH:11][n:12]([CH2:25][CH2:24][N:23]([CH3:22])[CH3:27])[c:13]3[n:14][cH:15][cH:16][cH:17][c:18]23)[cH:2][cH:3][cH:4][cH:5][cH:6]1. The reactants are C(C)#N (acetonitrile), O1CCCC1 (tetrahydrofuran), C(C)OCC (ethyl ether). The product is C(C1=CC=CC=C1)N (benzylamine), N (ammonia). Reaction SMILES: [C:1](#[N:3])[CH3:2].O1[CH2:8][CH2:7][CH2:6][CH2:5]1.[CH2:9](OCC)C>>[CH2:1]([NH2:3])[C:2]1[CH:9]=[CH:8][CH:7]=[CH:6][CH:5]=1.[NH3:3]. Procedure: The mixture of O-(hexaacetyl α- and -β-rutinosyl) trichloroacetimidates is obtained by the action of hexaacetyl-1-rutinose (obtained by the action of benzylamine or ammonia on heptaacetorutinose in an aprotic solvent such as acetonitrile, tetrahydrofuran or ethyl ether) on trichloroacetonitrile, in the presence of a base, for example potassium carbonate or sodium hydride, in an aprotic solvent such as methylene chloride, chloroform or diethyl ether and under anhydrous conditions. O-[Hexaacetyl-6... Starting materials: CO (methanol), C1(CCCCC1)N=C=NC1CCCCC1 (dicyclohexyl-carbodiimide), FC1=C(C=CC=C1)C1=CC=C(C=C1)C(C)S(=O)CC(=O)O ([1-(2'-fluoro-4-biphenylyl)-ethylsulfinyl]-acetic acid). Solvent: C1=CC=CC=C1 (benzene), C1=CC=CC=C1 (benzene). Conditions: time 8 hour. Product: COC(CS(=O)C(C)C1=CC=C(C=C1)C1=C(C=CC=C1)F)=O ([1-(2'-Fluoro-4-biphenylyl)-ethylsulfinyl]-acetic acid methyl ester). Reaction SMILES: [F:1][C:2]1[CH:7]=[CH:6][CH:5]=[CH:4][C:3]=1[C:8]1[CH:13]=[CH:12][C:11]([CH:14]([S:16]([CH2:18][C:19]([OH:21])=[O:20])=[O:17])[CH3:15])=[CH:10][CH:9]=1.CO.[CH:24]1(N=C=NC2CCCCC2)CCCCC1>C1C=CC=CC=1>[CH3:24][O:20][C:19](=[O:21])[CH2:18][S:16]([CH:14]([C:11]1[CH:12]=[CH:13][C:8]([C:3]2[CH:4]=[CH:5][CH:6]=[CH:7][C:2]=2[F:1])=[CH:9][CH:10]=1)[CH3:15])=[O:17]. Reported procedure: 800 gm (2.61 mol) of the difficultly soluble diastereoisomer of [1-(2'-fluoro-4-biphenylyl)-ethylsulfinyl]-acetic acid, m.p. 164°-165° C., were suspended in 4 liters of benzene and 125.5 gm (3.92 mol) of methanol, and a solution of 648 gm (3.14 mol) of dicyclohexyl-carbodiimide in 650 ml of benzene was added while stirring and cooling at 20°-25° C. The acid dissolved, and dicyclohexylurea precipitated out. The mixture was allowed to stand overnight at room temperature, then the excess of carbodi... The reactants are C(C)OC(=O)C1CC(CC1CC)CS(=O)(=O)O ((3-(ethoxycarbonyl)-4-ethylcyclopentyl)methanesulfonic acid), TEA, C(C)NCC (diethylamine), C(C(=O)Cl)(=O)Cl (Oxalyl chloride). Run in C(Cl)Cl (DCM), CN(C)C=O (DMF), CN(C)C=O (DMF). Reaction conditions: time 1 hour. Yields the product C(C)N(S(=O)(=O)CC1CC(C(C1)C(=O)OCC)CC)CC (ethyl 4-((N,N-diethylsulfamoyl)methyl)-2-ethylcyclopentanecarboxylate). The yield is 19.8%. As a reaction SMILES: [CH2:1]([O:3][C:4]([CH:6]1[CH:10]([CH2:11][CH3:12])[CH2:9][CH:8]([CH2:13][S:14]([OH:17])(=[O:16])=O)[CH2:7]1)=[O:5])[CH3:2].C(Cl)(=O)C(Cl)=O.[CH2:24]([NH:26][CH2:27][CH3:28])[CH3:25]>C(Cl)Cl.CN(C=O)C>[CH2:24]([N:26]([CH2:27][CH3:28])[S:14]([CH2:13][CH:8]1[CH2:7][CH:6]([C:4]([O:3][CH2:1][CH3:2])=[O:5])[CH:10]([CH2:11][CH3:12])[CH2:9]1)(=[O:16])=[O:17])[CH3:25]. Reported procedure: A solution of (3-(ethoxycarbonyl)-4-ethylcyclopentyl)methanesulfonic acid (3.18 g, 12.03 mmol) in DCM (10 mL) and DMF (10 mL) was cooled to about 0° C. Oxalyl chloride (24.1 mL, 48.1 mmol) was added dropwise while the temperature was kept at about 0° C. After the addition was complete, the reaction mixture was warmed to ambient temperature and stirred for about 1 h. The solvent was removed under reduced pressure. The residue was dissolved in DMF (10 mL) and then added dropwise to a solution of T...